This data is from the Open Reaction Database (ORD), a public repository of structured organic reaction records. The task is: describe an organic reaction: reactants, conditions, products, and yield Starting materials: N1(CCNCC1)C1=NSC2=C1C=CC=C2 (3-(1-piperazinyl)-1,2-benzisothiazole), BrCCCCN1C(CC2(CCCC2)CC1=O)=O (8-(4-bromobutyl)-8-azaspiro[4.5]decane-7.9-dione), C([O-])([O-])=O.[K+].[K+] (potassium carbonate), [I-].[K+] (potassium iodide). Run in C(C)#N (acetonitrile). Product: free base, S1N=C(C2=C1C=CC=C2)N2CCN(CC2)CCCCN2C(CC1(CCCC1)CC2=O)=O (8-[4-[4-(1,2-Benzisothiazol-3-yl)-1-piperazinyl]butyl]-8-azaspiro[4.5]decane-7,9-dione). Yield: 64.0%. Reaction SMILES: [N:1]1([C:7]2[C:11]3[CH:12]=[CH:13][CH:14]=[CH:15][C:10]=3[S:9][N:8]=2)[CH2:6][CH2:5][NH:4][CH2:3][CH2:2]1.Br[CH2:17][CH2:18][CH2:19][CH2:20][N:21]1[C:30](=[O:31])[CH2:29][C:24]2([CH2:28][CH2:27][CH2:26][CH2:25]2)[CH2:23][C:22]1=[O:32].C(=O)([O-])[O-].[K+].[K+].[I-].[K+]>C(#N)C>[S:9]1[C:10]2[CH:15]=[CH:14][CH:13]=[CH:12][C:11]=2[C:7]([N:1]2[CH2:6][CH2:5][N:4]([CH2:17][CH2:18][CH2:19][CH2:20][N:21]3[C:22](=[O:32])[CH2:23][C:24]4([CH2:28][CH2:27][CH2:26][CH2:25]4)[CH2:29][C:30]3=[O:31])[CH2:3][CH2:2]2)=[N:8]1 |f:2.3.4,5.6|. Procedure details: Method A--A mixture of 3-(1-piperazinyl)-1,2-benzisothiazole (24.3 g., 0.11 mole) and 8-(4-bromobutyl)-8-azaspiro[4.5]decane-7.9-dione (33.5 g., 0.11 mole), anhydrous potassium carbonate (32.4 g., 0.23 mole) and potassium iodide (3.9 g., 0.023 mole) in 1 liter of acetonitrile is stirred and heated under reflux for a period of 20 hr. The reaction mixture is filtered, concentrated in vacuo and residual material taken up in 350 ml. of chloroform which is filtered and concentrated in vacuo. The resi... The reactants are O.[F-].C(CCC)[N+](CCCC)(CCCC)CCCC (tetrabutylammonium fluoride hydrate), [Si](C)(C)(C(C)(C)C)CCC(C(C#N)(C)C)O (5-tert-butyldimethylsilyl-2,2-dimethyl-3(R,S)-hydroxy-pentane-nitrile), [Si](C)(C)(C(C)(C)C)CCC(C(C#N)(C)C)O (5-tert-Butyldimethylsilyl-2,2-dimethyl-3(R,S)-hydroxy-pentane-nitrile). The solvent is O1CCCC1 (tetrahydrofuran). Reaction conditions: time 16 hour. Product: OCCC(C(C#N)(C)C)O (5-Hydroxy-2,2-dimethyl-3(R,S)-hydroxy-pentane-nitrile). Reaction SMILES: [OH2:1].[F-].C([N+](CCCC)(CCCC)CCCC)CCC.[Si]([CH2:27][CH2:28][CH:29]([OH:35])[C:30]([CH3:34])([CH3:33])[C:31]#[N:32])(C(C)(C)C)(C)C>O1CCCC1>[OH:1][CH2:27][CH2:28][CH:29]([OH:35])[C:30]([CH3:34])([CH3:33])[C:31]#[N:32] |f:0.1.2|. Reported procedure: 12.18 g (46.61 mmol) of tetrabutylammonium fluoride hydrate is added to a solution that consists of 3 g (11.65 mmol) of 5-tert-butyldimethylsilyl-2,2-dimethyl-3(R,S)-hydroxy-pentane-nitrile of the title compound of Example 6a, dissolved in 40 ml of tetrahydrofuran, and it is stirred for 16 hours at room temperature. Then, it is evaporated to the dry state in a vacuum. The residue is purified by RP-18 chromatography (mobile solvent: acetonitrile/water gradient). Starting materials: [H-].[K+] (Potassium hydride), BrCCCCCBr (1,5-dibromopentane), O1CCOCC1 (dioxane), C(C)(C)SCS(C(C)C)=O (formaldehyde diisopropyl mercaptal S-oxide). Run in C(Cl)Cl (Methylene chloride). Isolated yield 58.9%. Conditions: time 1 hour. Procedure: Potassium hydride (995 mg) was suspended in 15 ml. of dioxane, and with ice cooling, 1.804 g of formaldehyde diisopropyl mercaptal S-oxide was added gradually. The mixture was stirred for 1 hour with ice cooling, and then 2.411 g of 1,5-dibromopentane was added. Then, the mixture was stirred for 18 hours at room temperature. Methylene chloride (100ml) was added, and the isoluble matter was separated by filtration. After the evaporation of the filtrate at reduced pressure, the residue was separat... Reaction SMILES: [H-].[K+].O1CCOCC1.[CH:9]([S:12][CH2:13][S:14](=[O:18])[CH:15]([CH3:17])[CH3:16])([CH3:11])[CH3:10].Br[CH2:20][CH2:21][CH2:22][CH2:23][CH2:24]Br>C(Cl)Cl>[CH:9]([S:12][C:13]1([S:14](=[O:18])[CH:15]([CH3:17])[CH3:16])[CH2:24][CH2:23][CH2:22][CH2:21][CH2:20]1)([CH3:11])[CH3:10] |f:0.1|. The product is C(C)(C)SC1(CCCCC1)S(C(C)C)=O (cyclohexanone diisopropyl mercaptal S-oxide). The reactants are [N+](=O)([O-])C=C1NCCCN1 (hexahydro-2-(nitromethylene)pyrimidine), C(CCN)N (1,3-propanediamine), C(C=C)Br (allyl bromide). Product: [N+](=O)([O-])C=C1N(CCCN1)CC=C (Hexahydro-2-(nitromethylene)-1-(2-propenyl)pyrimidine). RXN SMILES: [N+:1]([CH:4]=[C:5]1[NH:10][CH2:9][CH2:8][CH2:7][NH:6]1)([O-:3])=[O:2].[CH2:11](N)[CH2:12][CH2:13]N.C(Br)C=C>>[N+:1]([CH:4]=[C:5]1[NH:10][CH2:9][CH2:8][CH2:7][N:6]1[CH2:13][CH:12]=[CH2:11])([O-:3])=[O:2]. Reported procedure: Method B, reacting hexahydro-2-(nitromethylene)pyrimidine (HNMP), prepared by Method A by reaction of NKDM with 1,3-propanediamine, with allyl bromide. Melting point: 125°-126°C. Product: C(=O)C=CC1=CC2=CC=CC=C2C2=C1OC1(C=N2)N(C2=CC=CC=C2C1(C)C)C (5'-(2-Formylvinyl)-1,3,3-trimethylspiro[indoline-2,3'-[3H]-naphtho [2,1-b][1,4]oxazine]). Reaction SMILES: C([C:3]1[C:12]2[O:13][C:14]3([C:24]([CH3:26])([CH3:25])[C:23]4[C:18](=[CH:19][CH:20]=[CH:21][CH:22]=4)[N:17]3[CH3:27])[CH:15]=[N:16][C:11]=2[C:10]2[C:5](=[CH:6][CH:7]=[CH:8][CH:9]=2)[CH:4]=1)=O.C1(P(=[CH:47][CH:48]=[O:49])(C2C=CC=CC=2)C2C=CC=CC=2)C=CC=CC=1.[C:50]1(C)C=CC=CC=1>>[CH:48]([CH:47]=[CH:50][C:3]1[C:12]2[O:13][C:14]3([C:24]([CH3:25])([CH3:26])[C:23]4[C:18](=[CH:19][CH:20]=[CH:21][CH:22]=4)[N:17]3[CH3:27])[CH:15]=[N:16][C:11]=2[C:10]2[C:5](=[CH:6][CH:7]=[CH:8][CH:9]=2)[CH:4]=1)=[O:49]. Procedure: A solution of 0.36 g (1 mmol) of the compound of Example 1 and of 0.30 g (1 mmol) of (triphenylphosphoranylidene)acetaldehyde in 10 ml of toluene is heated to reflux for 24 hours. The solvent is then evaporated off and the mixture purified on a silica column (70/30 pentane/ether eluent). Reactants: C(=O)C1=CC2=CC=CC=C2C2=C1OC1(C=N2)N(C2=CC=CC=C2C1(C)C)C (5'-Formyl-1,3,3-trimethylspiro[indoline-2,3'-[3H]-naphtho[2,1-b][1,4]oxazine]), C1(=CC=CC=C1)P(C1=CC=CC=C1)(C1=CC=CC=C1)=CC=O ((triphenylphosphoranylidene)acetaldehyde), C1(=CC=CC=C1)C (toluene). Reactants: C(=O)(N1C=NC=C1)N1C=NC=C1 (Carbonyldiimidazole), BrC1=CC(=C(C=C1)O)CNC1=CC=CC=C1 (4-bromo-2-((phenylamino)methyl)phenol). Reagents/catalysts: CN(C)C=1C=CN=CC1 (DMAP). Run in C(Cl)Cl (DCM), hexanes. Conditions: time 60 hour. The product is BrC=1C=CC2=C(CN(C(O2)=O)C2=CC=CC=C2)C1 (6-bromo-3-phenyl-3,4-dihydro-2H-benzo[e][1,3]oxazin-2-one). Isolated yield 99.6%. RXN SMILES: [C:1](N1C=CN=C1)(N1C=CN=C1)=[O:2].[Br:13][C:14]1[CH:19]=[CH:18][C:17]([OH:20])=[C:16]([CH2:21][NH:22][C:23]2[CH:28]=[CH:27][CH:26]=[CH:25][CH:24]=2)[CH:15]=1>CN(C1C=CN=CC=1)C.C(Cl)Cl>[Br:13][C:14]1[CH:19]=[CH:18][C:17]2[O:20][C:1](=[O:2])[N:22]([C:23]3[CH:24]=[CH:25][CH:26]=[CH:27][CH:28]=3)[CH2:21][C:16]=2[CH:15]=1. Procedure details: Step 2 Carbonyldiimidazole (0.874 g, 5.39 mmol) and DMAP (0.088 g, 0.719 mmol) were added to a solution of 4-bromo-2-((phenylamino)methyl)phenol (1.00 g, 3.60 mmol) in DCM (100 mL) and the resulting mixture was stirred at rt for 60 h. The mixture was diluted with hexanes (100 mL), washed with NaHCO3 (aq) (2×25 mL), 1 M hydrochloric acid (25 mL) and brine (25 mL), dried and filtered through a pad of silica gel. The solids were rinsed with 1:1 EtOAc-hexane and the filtrate was concentrated to give...